From a dataset of the Open Reaction Database (ORD), a public repository of structured organic reaction records. describe an organic reaction: reactants, conditions, products, and yield The reactants are S(=S)(=O)([O-])[O-].[Na+].[Na+] (sodium thiosulphate), OO (hydrogen peroxide), C(C)OC(=O)C1C(C=2C=C3C(=NC2N(C1)C)C=C(C(=C3)F)F)=O (3-ethoxycarbonyl-7,8-difluoro-1-methyl-4-oxo-1,2,3,4-tetrahydrobenzo[b][1,8]naphthyridine), C(C)O (ethanol). Reagents/catalysts: [I-].[K+] (potassium iodide). Solvent: O (water), O (water). Run at temperature 77 celsius. The product is C(C)OC=1C(C=2C=C3C(=NC2N(C1)C)C=C(C(=C3)F)F)=O (3-ethoxy-7,8-difluoro-1-methyl-4-oxo-1,4-dihydrobenzo[b][1,8]naphthyridine). As a reaction SMILES: C(OC([CH:6]1[CH2:15][N:14]([CH3:16])[C:13]2[N:12]=[C:11]3[CH:17]=[C:18]([F:22])[C:19]([F:21])=[CH:20][C:10]3=[CH:9][C:8]=2[C:7]1=[O:23])=O)C.OO.S([O-])([O-])(=O)=S.[Na+].[Na+].[CH2:33]([OH:35])[CH3:34]>O.[I-].[K+]>[CH2:33]([O:35][C:6]1[C:7](=[O:23])[C:8]2[CH:9]=[C:10]3[CH:20]=[C:19]([F:21])[C:18]([F:22])=[CH:17][C:11]3=[N:12][C:13]=2[N:14]([CH3:16])[CH:15]=1)[CH3:34] |f:2.3.4,7.8|. Reported procedure: A solution of 3.78 g of potassium iodide in 20 cm3 of water is added with stirring at approximately 20° C. to a suspension of 71 g of 3-ethoxycarbonyl-7,8-difluoro-1-methyl-4-oxo-1,2,3,4-tetrahydrobenzo[b][1,8]naphthyridine in 1,000 cm3 of ethanol. The suspension is heated to 77° C. and 30 cm3 33% by weight hydrogen peroxide are added in the course of 60 minutes at this temperature. The reaction mixture is kept refluxing for a further 30 minutes and is then cooled to approximately 20° C. A solut... The reactants are IC (iodomethane), [H-].[Na+] (Sodium hydride), BrC(C)C (2-bromopropane), [N+](=O)([O-])C=1C=C(C=2C=NNC2C1)C(=O)OC (methyl 6-nitro-1H-indazole-4-carboxylate). Solvent: CN(C=O)C (N,N-Dimethylformamide), CS(=O)C (DMSO). Reaction conditions: time 16 hour. Yields the product CC(C)N1N=CC=2C(=CC(=CC12)[N+](=O)[O-])C(=O)OC (Methyl 1-(1-methylethyl)-6-nitro-1H-indazole-4-carboxylate). As a reaction SMILES: [H-].[Na+].[N+:3]([C:6]1[CH:7]=[C:8]([C:15]([O:17][CH3:18])=[O:16])[C:9]2[CH:10]=[N:11][NH:12][C:13]=2[CH:14]=1)([O-:5])=[O:4].Br[CH:20]([CH3:22])[CH3:21].IC>CS(C)=O.CN(C)C=O>[CH3:21][CH:20]([N:12]1[C:13]2[CH:14]=[C:6]([N+:3]([O-:5])=[O:4])[CH:7]=[C:8]([C:15]([O:17][CH3:18])=[O:16])[C:9]=2[CH:10]=[N:11]1)[CH3:22] |f:0.1|. Reported procedure: Sodium hydride (1.142 g, 45.2 mmol) was added to N,N-Dimethylformamide (DMF) (100 mL) which was cooled in a ice water bath. A DMSO solution (20 mL) of methyl 6-nitro-1H-indazole-4-carboxylate (5 g, 22.61 mmol) was then added dropwise. After 15 minutes was added 2-bromopropane (4.25 mL, 45.2 mmol) dropwise and the contents were stirred at room temperature for 16 hours. Next added iodomethane (2.83 mL, 45.2 mmol) and let stir at room temperature for 3 hours followed by heating at 50° C. for 3 hour... Reactants: NC1=C2C(=NC3=C1C(N(C3)CC=C)=O)N(N=C2)CCCl (4-amino-1-(2-chloroethyl)-6,7-dihydro-6-(2-propenyl)pyrazolo[3.4-b]pyrrolo[3,4-e]pyridin-5(1H)-one), N12CCCCCC2=NCCC1 (1,8-diazabicyclo[5.4.0]undec-7-ene), O (water), O (water). Solvent: CN(C)C=O (DMF), CN(C)C=O (DMF). Run at time 5 hour. Yields the product NC1=C2C(=NC3=C1C(N(C3)CC=C)=O)N(N=C2)C=C (4-amino-6,7-dihydro6-(2-propenyl)-1-vinylpyrazolo[3,4-b]pyrrolo[3,4-e]pyridin-5(1H)-one). Yield: 80.8%. RXN SMILES: [NH2:1][C:2]1[C:7]2[C:8](=[O:14])[N:9]([CH2:11][CH:12]=[CH2:13])[CH2:10][C:6]=2[N:5]=[C:4]2[N:15]([CH2:18][CH2:19]Cl)[N:16]=[CH:17][C:3]=12.N12CCCN=C1CCCCC2.O>CN(C=O)C>[NH2:1][C:2]1[C:7]2[C:8](=[O:14])[N:9]([CH2:11][CH:12]=[CH2:13])[CH2:10][C:6]=2[N:5]=[C:4]2[N:15]([CH:18]=[CH2:19])[N:16]=[CH:17][C:3]=12. Procedure details: A solution of 4-amino-1-(2-chloroethyl)-6,7-dihydro-6-(2-propenyl)pyrazolo[3.4-b]pyrrolo[3,4-e]pyridin-5(1H)-one (15.69 g.) in dry DMF (65 ml.) was treated with 1,8-diazabicyclo[5.4.0]undec-7-ene (9.65 ml.). The mixture was heated to 110° under nitrogen with stirring for five hours. After cooling, the mixture was poured into water (400 ml.) and the product was extracted into dichloromethane. The extract was washed with brine, dried (Na2SO4) and evaporated at reduced pressure to afford a suspensi... Reactants: BrC1=NC=C(C=C1F)C(F)(F)F (2-Bromo-3-fluoro-5-(trifluoromethyl)pyridine), OC1=CC=C(OC(C(=O)O)C)C=C1 (2-(4-Hydroxyphenoxy) propanoic acid), [OH-].[Na+] (sodium hydroxide), Cl (HCl). Solvent: CS(=O)C (dimethyl sulfoxide), O (water), CS(=O)C (dimethyl sulfoxide). Conditions: temperature 48 celsius. Yields the product FC=1C(=NC=C(C1)C(F)(F)F)OC1=CC=C(OC(C(=O)O)C)C=C1 (2-(4-((3-FLUORO-5-(TRIFLUOROMETHYL)-2-PYRIDINYL)OXY)PHENOXY)PROPANOIC ACID). As a reaction SMILES: [OH:1][C:2]1[CH:13]=[CH:12][C:5]([O:6][CH:7]([CH3:11])[C:8]([OH:10])=[O:9])=[CH:4][CH:3]=1.[OH-].[Na+].Br[C:17]1[C:22]([F:23])=[CH:21][C:20]([C:24]([F:27])([F:26])[F:25])=[CH:19][N:18]=1.Cl>CS(C)=O.O>[F:23][C:22]1[C:17]([O:1][C:2]2[CH:3]=[CH:4][C:5]([O:6][CH:7]([CH3:11])[C:8]([OH:10])=[O:9])=[CH:12][CH:13]=2)=[N:18][CH:19]=[C:20]([C:24]([F:26])([F:25])[F:27])[CH:21]=1 |f:1.2|. Reported procedure: 2-(4-Hydroxyphenoxy) propanoic acid (1.80 g, 0.00988 mole) was dissolved in 15 ml of dimethyl sulfoxide. A solution of sodium hydroxide (0.8 g, 0.02 mole in 1 ml of water) was added and the reaction mixture was heated under nitrogen to 48° C. over a 27 minute period. 2-Bromo-3-fluoro-5-(trifluoromethyl)pyridine (2.40 g, 0.00984 mole) dissolved in 5 ml of dimethyl sulfoxide was added and the reaction mixture was heated at 75°-78° C. for 40 minutes. The mixture was poured into 150 ml of cold water...